From a dataset of the Open Reaction Database (ORD), a public repository of structured organic reaction records. describe an organic reaction: reactants, conditions, products, and yield Reactants: BrC(C(=O)OCC)C1=CC(=CC=C1)F (ethyl 2-bromo-2-(3-fluorophenyl)acetate), FC=1C=C(N)C=CC1 (3-fluoroaniline). Yields the product FC=1C=C(C=CC1)C(C(=O)OCC)NC1=CC(=CC=C1)F (ethyl 2-(3-fluorophenyl)-2-(3-fluorophenylamino)-acetate). The yield is 99.0%. RXN SMILES: Br[CH:2]([C:8]1[CH:13]=[CH:12][CH:11]=[C:10]([F:14])[CH:9]=1)[C:3]([O:5][CH2:6][CH3:7])=[O:4].[F:15][C:16]1[CH:17]=[C:18]([CH:20]=[CH:21][CH:22]=1)[NH2:19]>>[F:14][C:10]1[CH:9]=[C:8]([CH:2]([NH:19][C:18]2[CH:20]=[CH:21][CH:22]=[C:16]([F:15])[CH:17]=2)[C:3]([O:5][CH2:6][CH3:7])=[O:4])[CH:13]=[CH:12][CH:11]=1. Procedure: A solution of ethyl 2-bromo-2-(3-fluorophenyl)acetate (I9) (1.80 g, 6.84 mmol) in 3-fluoroaniline (6.50 mL, 68.0 mmol) is heated at 100° C. for 5 minutes under MW irradiation (LC-MS monitoring: complete conversion). The solvent is evaporated and the resulting crude is purified by flash chromatography (Hexane/EtOAc=9/1) in order to obtain 2.00 g of I10 as a yellow oil (99% yield). Reactants: O1C(OCC1)CC1C(CC(N1)=O)C(F)(F)F (5-[(1,3-dioxolan-2-yl)methyl]-4-(trifluoromethyl)pyrrolidin-2-one), F[B-](F)(F)F.C[O+](C)C (trimethyloxonium tetrafluoroborate). The solvent is C(Cl)Cl (DCM). Yields the product O1C(OCC1)CC1N=C(CC1C(F)(F)F)OC (2-[(1,3-dioxolan-2-yl)methyl]-3,4-dihydro-5-methoxy-3-(trifluoromethyl)-2H-pyrrole). Reaction SMILES: [O:1]1[CH2:5][CH2:4][O:3][CH:2]1[CH2:6][CH:7]1[NH:11][C:10](=[O:12])[CH2:9][CH:8]1[C:13]([F:16])([F:15])[F:14].F[B-](F)(F)F.[CH3:22][O+](C)C>C(Cl)Cl>[O:1]1[CH2:5][CH2:4][O:3][CH:2]1[CH2:6][CH:7]1[CH:8]([C:13]([F:16])([F:14])[F:15])[CH2:9][C:10]([O:12][CH3:22])=[N:11]1 |f:1.2|. Procedure: The product material from Example 223 B is treated with trimethyloxonium tetrafluoroborate in DCM by the method of Example 3 to yield 2-[(1,3-dioxolan-2-yl)methyl]-3,4-dihydro-5-methoxy-3-(trifluoromethyl)-2H-pyrrole as a mixture of diastereomers. Reactants: COC1=CC=C(C=C1)N1C2=C(N=C(C1=O)C(=O)OCC)C=CC=N2 (ethyl 4-(4-methoxyphenyl)-3-oxo-3,4-dihydropyrido[2,3-b]pyrazine-2-carboxylate), C([O-])([O-])=O.[K+].[K+] (potassium carbonate). The solvent is O1CCOCC1 (1,4-dioxane), O (water). Conditions: temperature 50 celsius, time 1 hour. Yields the product COC1=CC=C(C=C1)N1C2=C(N=C(C1=O)C(=O)O)C=CC=N2 (4-(4-methoxyphenyl)-3-oxo-3,4-dihydropyrido[2,3-b]pyrazine-2-carboxylic acid). Yield: 97.2%. As a reaction SMILES: [CH3:1][O:2][C:3]1[CH:8]=[CH:7][C:6]([N:9]2[C:14](=[O:15])[C:13]([C:16]([O:18]CC)=[O:17])=[N:12][C:11]3[CH:21]=[CH:22][CH:23]=[N:24][C:10]2=3)=[CH:5][CH:4]=1.C(=O)([O-])[O-].[K+].[K+]>O1CCOCC1.O>[CH3:1][O:2][C:3]1[CH:4]=[CH:5][C:6]([N:9]2[C:14](=[O:15])[C:13]([C:16]([OH:18])=[O:17])=[N:12][C:11]3[CH:21]=[CH:22][CH:23]=[N:24][C:10]2=3)=[CH:7][CH:8]=1 |f:1.2.3|. Procedure: 2.9 g (9 mmol) of ethyl 4-(4-methoxyphenyl)-3-oxo-3,4-dihydropyrido[2,3-b]pyrazine-2-carboxylate was dissolved in 1,4-dioxane (30 mL). A solution in which 1.8 g (13 mmol) of potassium carbonate was dissolved in water (60 mL) was prepared, and was added to the reaction solution at room temperature, and then the mixture was stirred for one hour at 50° C. After confirming the completion of the reaction, the reaction solution was cooled to room temperature, and the solvent was distilled off under re...